describe an organic reaction: reactants, conditions, products, and yield From a dataset of the Open Reaction Database (ORD), a public repository of structured organic reaction records. The reactants are COC(C=1N(C=CC1)C)=C(C#N)C#N ([methoxy(1-methylpyrrol-2-yl)methylene]methane-1,1-dicarbonitrile), NCCNC(OC(C)(C)C)=O (tert-butyl N-(2-aminoethyl)carbamate). Yields the product C(#N)C(=C(C=1N(C=CC1)C)NCCNC(=O)OC(C)(C)C)C#N (N-(2-{[2,2-dicyano-1-(1-methylpyrrol-2-yl)vinyl]amino}ethyl)(tert-butoxy)carboxamide). As a reaction SMILES: CO[C:3](=[C:10]([C:13]#[N:14])[C:11]#[N:12])[C:4]1[N:5]([CH3:9])[CH:6]=[CH:7][CH:8]=1.[NH2:15][CH2:16][CH2:17][NH:18][C:19](=[O:25])[O:20][C:21]([CH3:24])([CH3:23])[CH3:22]>>[C:13]([C:10]([C:11]#[N:12])=[C:3]([NH:15][CH2:16][CH2:17][NH:18][C:19]([O:20][C:21]([CH3:24])([CH3:23])[CH3:22])=[O:25])[C:4]1[N:5]([CH3:9])[CH:6]=[CH:7][CH:8]=1)#[N:14]. Reported procedure: N-(2-{[2,2-dicyano-1-(1-methylpyrrol-2-yl)vinyl]amino}ethyl)(tert-butoxy)carboxamide was synthesized in the same manner using [methoxy(1-methylpyrrol-2-yl)methylene]methane-1,1-dicarbonitrile and tert-butyl N-(2-aminoethyl)carbamate. The ESI/MS data for this compound are shown below. The reactants are Cl, O=c1cc(-c2ccccc2)c2ccc(OC3CCCCO3)c(OCCF)c2o1, C1COCCO1. The product is O=c1cc(-c2ccccc2)c2ccc(O)c(OCCF)c2o1. RXN SMILES: [ClH:29].[F:1][CH2:2][CH2:3][O:4][c:5]1[c:6]([O:22][CH:23]2[CH2:24][CH2:25][CH2:26][CH2:27][O:28]2)[cH:7][cH:8][c:9]2[c:10](-[c:16]3[cH:17][cH:18][cH:19][cH:20][cH:21]3)[cH:11][c:12](=[O:15])[o:13][c:14]12.[O:30]1[CH2:31][CH2:32][O:33][CH2:34][CH2:35]1>>[F:1][CH2:2][CH2:3][O:4][c:5]1[c:6]([OH:22])[cH:7][cH:8][c:9]2[c:10](-[c:16]3[cH:17][cH:18][cH:19][cH:20][cH:21]3)[cH:11][c:12](=[O:15])[o:13][c:14]12. Reactants: [OH-].[Na+] (NaOH), COC1=CC(=C(C=C1)NC(CC1=CC=C(C(=O)OC)C=C1)=O)C(F)(F)F (methyl 4-(2-((4-methoxy-2-(trifluoromethyl)phenyl)amino)-2-oxoethyl)benzoate). The solvent is CCO (EtOH). Conditions: temperature 50 celsius. Yields the product COC1=CC(=C(C=C1)NC(CC1=CC=C(C(=O)O)C=C1)=O)C(F)(F)F (4-(2-((4-methoxy-2-(trifluoromethyl)phenyl)amino)-2-oxoethyl)benzoic acid). Isolated yield 89.0%. Reaction SMILES: [CH3:1][O:2][C:3]1[CH:8]=[CH:7][C:6]([NH:9][C:10](=[O:22])[CH2:11][C:12]2[CH:21]=[CH:20][C:15]([C:16]([O:18]C)=[O:17])=[CH:14][CH:13]=2)=[C:5]([C:23]([F:26])([F:25])[F:24])[CH:4]=1.[OH-].[Na+]>CCO>[CH3:1][O:2][C:3]1[CH:8]=[CH:7][C:6]([NH:9][C:10](=[O:22])[CH2:11][C:12]2[CH:21]=[CH:20][C:15]([C:16]([OH:18])=[O:17])=[CH:14][CH:13]=2)=[C:5]([C:23]([F:24])([F:26])[F:25])[CH:4]=1 |f:1.2|. Procedure details: Prepared using General Procedure 9: To a stirring solution of methyl 4-(2-((4-methoxy-2-(trifluoromethyl)phenyl)amino)-2-oxoethyl)benzoate INT-54 (113 mg, 0.31 mmol) in EtOH (10 mL) was added 1 N NaOH (1 mL). The reaction mixture was heated to 50° C. for 3 h, concentrated, diluted with water, acidified with 1 N HCl and extracted with EA and DCM. The organic layers were combined, dried over Na2SO4 and concentrated to provide 97 mg (89%) of 4-(2-((4-methoxy-2-(trifluoromethyl)phenyl)amino)-2-oxoet... Starting materials: COC=1C=C(C=CC1OC)SCC(=O)O (2-(3,4-dimethoxyphenylmercapto)ethanoic acid), CN1CCOCC1 (N-methylmorpholine), Cl.CN(CCCN=C=NCC)C (N-(3-dimethylaminopropyl)-N'-ethylcarbodiimide hydrochloride), FC1=C(C(=C(C(=C1O)F)F)F)F (pentafluorophenol). Run in C(Cl)Cl (DCM). Product: COC=1C=C(C=CC1OC)SCC(=O)OC1=C(C(=C(C(=C1F)F)F)F)F (pentafluorophenyl 2-(3,4-dimethoxyphenylmercapto)ethanoate). Isolated yield 99.8%. As a reaction SMILES: [CH3:1][O:2][C:3]1[CH:4]=[C:5]([S:11][CH2:12][C:13]([OH:15])=[O:14])[CH:6]=[CH:7][C:8]=1[O:9][CH3:10].CN1CCOCC1.Cl.CN(C)CCCN=C=NCC.[F:35][C:36]1[C:41](O)=[C:40]([F:43])[C:39]([F:44])=[C:38]([F:45])[C:37]=1[F:46]>C(Cl)Cl>[CH3:1][O:2][C:3]1[CH:4]=[C:5]([S:11][CH2:12][C:13]([O:15][C:41]2[C:40]([F:43])=[C:39]([F:44])[C:38]([F:45])=[C:37]([F:46])[C:36]=2[F:35])=[O:14])[CH:6]=[CH:7][C:8]=1[O:9][CH3:10] |f:2.3|. Procedure details: A solution of 2-(3,4-dimethoxyphenylmercapto)ethanoic acid (1.71 g, 7.5 mmol), N-methylmorpholine (0.99 ml, 9.0 mmol), N-(3-dimethylaminopropyl)-N'-ethylcarbodiimide hydrochloride (1.87 g, 9.7 mmol) and pentafluorophenol (2.76 g, 15.0 mmol) in DCM (100 ml) was stirred at room temperature overnight. The solution was washed with 2M hydrochloric acid, saturated aqueous sodium hydrogen carbonate and brine, dried, filtered and concentrated to give crude pentafluorophenyl 2-(3,4-dimethoxyphenylmercapt... The reactants are solution, CSC(C(=O)C1=C(C=C(C=C1)F)F)F (2-methylthio-2,2',4'-trifluoroacetophenone), F[N+]1=C(C=C(C=C1)C)S(=O)(=O)[O-] (N-fluoro-4-methylpyridinium-2-sulfonate), CCCCCC (n-hexane), C(Cl)(Cl)Cl (chloroform). Solvent: ClC(CCl)Cl (1,1,2-trichloroethane). Reaction conditions: temperature 100 celsius, time 20 minute. The product is CSC(C(=O)C1=C(C=C(C=C1)F)F)(F)F (2-methylthio-2,2,2',4'-tetrafluoroacetophenone), oil. Isolated yield 48.1%. Reaction SMILES: [CH3:1][S:2][CH:3]([F:14])[C:4]([C:6]1[CH:11]=[CH:10][C:9]([F:12])=[CH:8][C:7]=1[F:13])=[O:5].[F:15][N+]1C=CC(C)=CC=1S([O-])(=O)=O.CCCCCC.C(Cl)(Cl)Cl>ClC(Cl)CCl>[CH3:1][S:2][C:3]([F:15])([F:14])[C:4]([C:6]1[CH:11]=[CH:10][C:9]([F:12])=[CH:8][C:7]=1[F:13])=[O:5]. Reported procedure: In a 20 ml solution of 0.5 g (2.3 mmol) of 2-methylthio-2,2',4'-trifluoroacetophenone [Compound (2b-1)] in 1,1,2-trichloroethane, 0.7 g (3.7 mmol) of N-fluoro-4-methylpyridinium-2-sulfonate ("MEC-02", trade name; Daikin Industries, Ltd.) was added at an internal temperature of 80° C., followed by stirring at an internal temperature of 100° C. for 20 minutes. After cooling, the reaction mixture was added to n-hexane. The insoluble matter so precipitated was filtered off. The insoluble matter was ...